Dataset: the Open Reaction Database (ORD), a public repository of structured organic reaction records. Task: describe an organic reaction: reactants, conditions, products, and yield The reactants are CCOCC, C#N, ClC(Cl)Cl, CC(C)OC(=O)C1=NCC2CC12. Product: CC(C)OC(=O)C1(C#N)NCC2CC21. As a reaction SMILES: [CH3:15][CH2:16][O:17][CH2:18][CH3:19].[CH:1]#[N:2].[CH:20]([Cl:21])([Cl:22])[Cl:23].[CH:3]([CH3:4])([CH3:5])[O:6][C:7](=[O:8])[C:9]1=[N:14][CH2:13][CH:12]2[CH:10]1[CH2:11]2>>[C:1](#[N:2])[C:9]1([C:7]([O:6][CH:3]([CH3:4])[CH3:5])=[O:8])[CH:10]2[CH2:11][CH:12]2[CH2:13][NH:14]1.